This data is from the Open Reaction Database (ORD), a public repository of structured organic reaction records. The task is: describe an organic reaction: reactants, conditions, products, and yield Starting materials: CC#N, Cl, CC(=O)Nc1nc(CCc2ccc(CC(=N)N)cc2)cs1, [Na+], O=C([O-])O, O. Yields the product CC(=O)Nc1nc(CCc2ccc(CC(=N)N)cc2)cs1. RXN SMILES: [CH3:29][C:30]#[N:31].[ClH:1].[NH2:2][C:3]([CH2:4][c:5]1[cH:6][cH:7][c:8]([CH2:11][CH2:12][c:13]2[n:14][c:15]([NH:18][C:19]([CH3:20])=[O:21])[s:16][cH:17]2)[cH:9][cH:10]1)=[NH:22].[Na+:27].[O-:23][C:24]([OH:25])=[O:26].[OH2:28]>>[NH:2]=[C:3]([CH2:4][c:5]1[cH:6][cH:7][c:8]([CH2:11][CH2:12][c:13]2[n:14][c:15]([NH:18][C:19]([CH3:20])=[O:21])[s:16][cH:17]2)[cH:9][cH:10]1)[NH2:22].